Dataset: the Open Reaction Database (ORD), a public repository of structured organic reaction records. Task: describe an organic reaction: reactants, conditions, products, and yield Reaction SMILES: [C:1]1([S:7]([O-:9])=[O:8])[CH:6]=[CH:5][CH:4]=[CH:3][CH:2]=1.[Na+].[C:11](=[O:21])([O:13][CH2:14][C:15]1[CH:20]=[CH:19][CH:18]=[CH:17][CH:16]=1)[NH2:12].[CH:22](=O)[CH2:23][CH2:24][C:25]1[CH:30]=[CH:29][CH:28]=[CH:27][CH:26]=1.C(OCC)(=O)C.CCCCCC>O.C(O)=O>[CH2:14]([O:13][C:11]([NH:12][CH:22]([S:7]([C:1]1[CH:6]=[CH:5][CH:4]=[CH:3][CH:2]=1)(=[O:9])=[O:8])[CH2:23][CH2:24][C:25]1[CH:30]=[CH:29][CH:28]=[CH:27][CH:26]=1)=[O:21])[C:15]1[CH:16]=[CH:17][CH:18]=[CH:19][CH:20]=1 |f:0.1,4.5|. Run in C(=O)O (formic acid), O (water). Reactants: C(CCC1=CC=CC=C1)=O (hydrocinnamaldehyde), C(C)(=O)OCC.CCCCCC (ethyl acetate hexane), C1(=CC=CC=C1)S(=O)[O-].[Na+] (sodium benzenesulfinate), C(N)(OCC1=CC=CC=C1)=O (benzyl carbamate). Procedure details: To a suspension of sodium benzenesulfinate (10 g, 60.9 mmol) and benzyl carbamate (9.21 g, 60.9 mmol) in water (40 mL) was added hydrocinnamaldehyde (8.8 mL, 67 mmol) in formic acid (10 mL). The mixture was heated at 70° C. for 1 hour, then permitted to cool to room temperature overnight. The product crystallized out; it was filtered and recrystallized from hot isopropanol, giving 23 g (100%) yield. TLC: (30% ethyl acetate/hexane) Rf =0.37. Product: C(C1=CC=CC=C1)OC(=O)NC(CCC1=CC=CC=C1)S(=O)(=O)C1=CC=CC=C1 (1-benzyloxycarbonylamino-3-phenyl-1-phenylsulfonylpropane). Conditions: temperature 70 celsius. Reactants: CN1C(SCC1=O)=S (3-Methyl-4-oxo-thiazolidine-2-thione), C(C)(=O)OC(C)=O (acetic anhydride). Solvent: C(OCC)([O-])[O-] (ethyl orthoformate). Product: C(C)OC=C1C(N(C(S1)=S)C)=O (5-ethoxymethylene-3-methyl-4-oxo-thiazolidine-2-thione). As a reaction SMILES: [CH3:1][N:2]1[C:6](=[O:7])[CH2:5][S:4][C:3]1=[S:8].[C:9]([O:12][C:13](=O)C)(=O)[CH3:10]>C([O-])([O-])OCC>[CH2:9]([O:12][CH:13]=[C:5]1[S:4][C:3](=[S:8])[N:2]([CH3:1])[C:6]1=[O:7])[CH3:10]. Procedure: 3-Methyl-4-oxo-thiazolidine-2-thione (403 g) and ethyl orthoformate (1370 ml) were added to acetic anhydride (775 ml), and the mixture was refluxed for 6 hours. The mixture was allowed to stand, and the resulting crystals were collected by filtration and washed with diisopropyl ether to give 342 g of 5-ethoxymethylene-3-methyl-4-oxo-thiazolidine-2-thione. RXN SMILES: [CH2:1]([C:4]1[CH:5]=[C:6]([CH:9]=[CH:10][C:11]=1[OH:12])[C:7]#[N:8])[CH:2]=[CH2:3].[H][H].C(OCC)(=O)C.CCCCCC>C(O)C.[Pd]>[OH:12][C:11]1[CH:10]=[CH:9][C:6]([C:7]#[N:8])=[CH:5][C:4]=1[CH2:1][CH2:2][CH3:3] |f:2.3|. Reagents/catalysts: [Pd] (palladium on carbon). Yields the product OC1=C(C=C(C#N)C=C1)CCC (4-hydroxy-3-n-propylbenzonitrile). Procedure details: A Parr hydrogenation shaker was charged with a solution of 29.76 g (187 mmol) of the product of Step A in 100 mL of ethanol and 3.00 g of a 10% palladium on carbon catalyst was added. The flask was mounted in the hydrogenation appartus, freed of air, pressurized with hydrogen (40 psig) and shaken 80 minutes. At the end of this preiod, TLC analysis (15% ethyl acetate/hexane) indicated that the reaction was complete and the reaction mixture was filtered and evaporated. The product was dried in vac... Isolated yield 99.6%. Solvent: C(C)O (ethanol). Reaction conditions: time 80 minute. Reactants: C(C=C)C=1C=C(C#N)C=CC1O (3-allyl-4-hydroxybenzonitrile), C(C)(=O)OCC.CCCCCC (ethyl acetate hexane), [H][H] (hydrogen). Starting materials: BrC=1C=C(C(=O)NN)C=CC1 (3-bromobenzohydrazide), C(C)OC(C)(OCC)OCC (1,1,1-Triethoxyethane). Run in C(C)(=O)O (acetic acid). Conditions: temperature 150 celsius, time 3 hour. Yields the product BrC=1C=C(C=CC1)C=1OC(=NN1)C (2-(3-Bromophenyl)-5-methyl-1,3,4-oxadiazole). Isolated yield 33.5%. RXN SMILES: [Br:1][C:2]1[CH:3]=[C:4]([CH:9]=[CH:10][CH:11]=1)[C:5]([NH:7][NH2:8])=[O:6].[CH2:12](OC(OCC)(OCC)C)[CH3:13]>C(O)(=O)C>[Br:1][C:2]1[CH:3]=[C:4]([C:5]2[O:6][C:12]([CH3:13])=[N:8][N:7]=2)[CH:9]=[CH:10][CH:11]=1. Procedure details: In a pressure vessel was suspended 3-bromobenzohydrazide (1.8 g, 8.37 mmol) in 14 ml acetic acid. 1,1,1-Triethoxyethane (4.6 ml, 25 mmol) was added and the reaction was stirred at 150° C. for 3 h. The solvent was concentrated under reduced pressure and the crude was washed with sodium bicarbonate and brine. The organic layer was dried over sodium sulphate, filtered and evaporated under reduced pressure. The residue was re-dissolved in dichloromethane, concentrated under reduced pressure and a so... Reactants: O=C(Cl)CCl, CC(C)(O)c1cc(Br)ccc1N. The product is CC(C)(O)c1cc(Br)ccc1NC(=O)CCl. RXN SMILES: [Cl:13][CH2:14][C:15](=[O:16])[Cl:17].[NH2:1][c:2]1[c:3]([C:9]([CH3:10])([CH3:11])[OH:12])[cH:4][c:5]([Br:8])[cH:6][cH:7]1>>[NH:1]([c:2]1[c:3]([C:9]([CH3:10])([CH3:11])[OH:12])[cH:4][c:5]([Br:8])[cH:6][cH:7]1)[C:15]([CH2:14][Cl:13])=[O:16].